This data is from the Open Reaction Database (ORD), a public repository of structured organic reaction records. The task is: describe an organic reaction: reactants, conditions, products, and yield Starting materials: BrC1=C2C=CN=CC2=CC=C1 (5-bromoisoquinoline), tris(dibenzylideneacetone)palladium(0), C(C)(C)(C)P(C1=C(C=CC=C1)C1=CC=CC=C1)C(C)(C)C (2-(di-tert-butylphosphino)biphenyl), C(C)(C)(C)OC(NCCCCCN)=O (N-(5-aminopentyl)carbamic acid tert-butyl ester), CC(C)([O-])C.[Na+] (sodium tert-butoxide). The solvent is C1(=CC=CC=C1)C (toluene). Reaction conditions: temperature 70 celsius. Product: C(C)(C)(C)OC(=O)NCCCCCNC1=C2C=CN=CC2=CC=C1 (N-(tert-butoxycarbonyl)-N′-(5-isoquinolyl)-pentamethylenediamine). Isolated yield 84.3%. As a reaction SMILES: Br[C:2]1[CH:11]=[CH:10][CH:9]=[C:8]2[C:3]=1[CH:4]=[CH:5][N:6]=[CH:7]2.C(P(C(C)(C)C)C1C=CC=CC=1C1C=CC=CC=1)(C)(C)C.[C:33]([O:37][C:38](=[O:46])[NH:39][CH2:40][CH2:41][CH2:42][CH2:43][CH2:44][NH2:45])([CH3:36])([CH3:35])[CH3:34].CC(C)([O-])C.[Na+]>C1(C)C=CC=CC=1>[C:33]([O:37][C:38]([NH:39][CH2:40][CH2:41][CH2:42][CH2:43][CH2:44][NH:45][C:2]1[CH:11]=[CH:10][CH:9]=[C:8]2[C:3]=1[CH:4]=[CH:5][N:6]=[CH:7]2)=[O:46])([CH3:36])([CH3:35])[CH3:34] |f:3.4|. Procedure details: Under nitrogen atmosphere, a suspension of 5-bromoisoquinoline (245 mg), tris(dibenzylideneacetone)palladium(0) (56 mg), 2-(di-tert-butylphosphino)biphenyl (69 mg), N-(5-aminopentyl)carbamic acid tert-butyl ester (282 mg, Tokyo Kasei Kogyo) and sodium tert-butoxide (160 mg) in toluene was stirred with heating at 70° C. for 4.5 hours. The reaction mixture was cooled to room temperature and purified by silica gel column chromatography (n-hexane:ethyl acetate=1:1) to obtain the title compound (327 ... The reactants are O=C(Nc1ccncc1)c1cccn(C2CCc3c(Br)cccc32)c1=O, O=C([O-])[O-], [K+], [K+], O, c1ccc(P(c2ccccc2)(c2ccccc2)[Pd](P(c2ccccc2)(c2ccccc2)c2ccccc2)(P(c2ccccc2)(c2ccccc2)c2ccccc2)P(c2ccccc2)(c2ccccc2)c2ccccc2)cc1, OB(O)c1cccnc1. Product: O=C(Nc1ccncc1)c1cccn(C2CCc3c(-c4cccnc4)cccc32)c1=O. RXN SMILES: [Br:1][c:2]1[c:3]2[c:7]([cH:8][cH:9][cH:10]1)[CH:6]([n:11]1[c:12](=[O:26])[c:13]([C:17](=[O:18])[NH:19][c:20]3[cH:21][cH:22][n:23][cH:24][cH:25]3)[cH:14][cH:15][cH:16]1)[CH2:5][CH2:4]2.[C:36](=[O:37])([O-:38])[O-:39].[K+:40].[K+:41].[OH2:42].[cH:43]1[cH:44][cH:45][c:46]([P:47]([Pd:48]([P:49]([c:50]2[cH:51][cH:52][cH:53][cH:54][cH:55]2)([c:56]2[cH:57][cH:58][cH:59][cH:60][cH:61]2)[c:62]2[cH:63][cH:64][cH:65][cH:66][cH:67]2)([P:68]([c:69]2[cH:70][cH:71][cH:72][cH:73][cH:74]2)([c:75]2[cH:76][cH:77][cH:78][cH:79][cH:80]2)[c:81]2[cH:82][cH:83][cH:84][cH:85][cH:86]2)[P:87]([c:88]2[cH:89][cH:90][cH:91][cH:92][cH:93]2)([c:94]2[cH:95][cH:96][cH:97][cH:98][cH:99]2)[c:100]2[cH:101][cH:102][cH:103][cH:104][cH:105]2)([c:106]2[cH:107][cH:108][cH:109][cH:110][cH:111]2)[c:112]2[cH:113][cH:114][cH:115][cH:116][cH:117]2)[cH:118][cH:119]1.[n:27]1[cH:28][c:29]([B:33]([OH:34])[OH:35])[cH:30][cH:31][cH:32]1>>[c:2]1(-[c:29]2[cH:28][n:27][cH:32][cH:31][cH:30]2)[c:3]2[c:7]([cH:8][cH:9][cH:10]1)[CH:6]([n:11]1[c:12](=[O:26])[c:13]([C:17](=[O:18])[NH:19][c:20]3[cH:21][cH:22][n:23][cH:24][cH:25]3)[cH:14][cH:15][cH:16]1)[CH2:5][CH2:4]2.